This data is from the Open Reaction Database (ORD), a public repository of structured organic reaction records. The task is: describe an organic reaction: reactants, conditions, products, and yield The reactants are C(=O)(OC(C)(C)C)OC(=O)OC(C)(C)C (di-tert-butyl dicarbonate), C(C1=CC=CC=C1)N1CC2=C(CC1)OC=C2 (5-benzyl-4,5,6,7-tetrahydrofuro[3,2-c]pyridine). The reagents and catalysts are [C].[Pd] (palladium-carbon). Solvent: ClCCl (dichloromethane), CO (methanol), C(C)(=O)O (acetic acid). Run at time 0.5 hour. The product is C(C)(C)(C)OC(=O)N1CC2=C(CC1)OC=C2 (5-tert-butoxycarbonyl-4,5,6,7-tetrahydrofuro[3,2-c]pyridine), C(=O)(OC(C)(C)C)OC(=O)OC(C)(C)C (di-tert-butyl dicarbonate). Reaction SMILES: C([N:8]1[CH2:13][CH2:12][C:11]2[O:14][CH:15]=[CH:16][C:10]=2[CH2:9]1)C1C=CC=CC=1.[C:17]([O:24][C:25]([O:27][C:28]([CH3:31])([CH3:30])[CH3:29])=[O:26])([O:19][C:20]([CH3:23])([CH3:22])[CH3:21])=[O:18]>CO.C(O)(=O)C.ClCCl.[C].[Pd]>[C:28]([O:27][C:25]([N:8]1[CH2:13][CH2:12][C:11]2[O:14][CH:15]=[CH:16][C:10]=2[CH2:9]1)=[O:26])([CH3:29])([CH3:30])[CH3:31].[C:25]([O:24][C:17]([O:19][C:20]([CH3:23])([CH3:22])[CH3:21])=[O:18])([O:27][C:28]([CH3:30])([CH3:31])[CH3:29])=[O:26] |f:5.6|. Reported procedure: To a solution of 15.023 g (70.438 mmol) of 5-benzyl-4,5,6,7-tetrahydrofuro[3,2-c]pyridine in 100 ml of methanol, 2 ml of acetic acid was added, followed by hydrogenation over 5 g of 10% palladium-carbon (50% hydrated) at room temperature at atmospheric pressure for 8 hours. The mixture was filtered using Celite to remove the catalyst; the Celite was washed with methanol 3 times. The combined methanol solution was evaporated under reduced pressure. The resulting residue (crude 4,5,6,7-tetrahydrof... Conditions: time 8 hour. Reported procedure: To a mixture, under nitrogen, of methyl 3-hydroxy-2-[(4-methoxybenzenesulfonyl)-(2-nitrobenzyl)amino]propionate (1.5 g, 3.53 mmol) in dry ethanol (5 ml) was added ammonium formate (1.12 g , 17.69 mmol) followed by the addition of 10% palladium on carbon (0.50 g). The mixture was stirred overnight at room temperature and then heated at 80° C. for 2 hours. The mixture was filtered through diatomaceous earth and the filtrate concentrated to dryness in vacuo to give a semisolid. Trituration with eth... The reagents and catalysts are [Pd] (palladium on carbon). The yield is 46.7%. Starting materials: C(C)(=O)OCC (ethyl acetate), OCC(C(=O)OC)N(CC1=C(C=CC=C1)[N+](=O)[O-])S(=O)(=O)C1=CC=C(C=C1)OC (methyl 3-hydroxy-2-[(4-methoxybenzenesulfonyl)-(2-nitrobenzyl)amino]propionate), C(=O)[O-].[NH4+] (ammonium formate). As a reaction SMILES: [OH:1][CH2:2][CH:3]([N:8]([S:19]([C:22]1[CH:27]=[CH:26][C:25]([O:28][CH3:29])=[CH:24][CH:23]=1)(=[O:21])=[O:20])[CH2:9][C:10]1[CH:15]=[CH:14][CH:13]=[CH:12][C:11]=1[N+:16]([O-])=O)[C:4]([O:6][CH3:7])=[O:5].C([O-])=O.[NH4+].C(OCC)(=O)C>C(O)C.[Pd]>[NH2:16][C:11]1[CH:12]=[CH:13][CH:14]=[CH:15][C:10]=1[CH2:9][N:8]([S:19]([C:22]1[CH:23]=[CH:24][C:25]([O:28][CH3:29])=[CH:26][CH:27]=1)(=[O:21])=[O:20])[CH:3]([CH2:2][OH:1])[C:4]([O:6][CH3:7])=[O:5] |f:1.2|. The product is NC1=C(CN(C(C(=O)OC)CO)S(=O)(=O)C2=CC=C(C=C2)OC)C=CC=C1 (Methyl 2-[(2-aminobenzyl)-(4-methoxybenzenesulfonyl)amino]-3-hydroxypropionate). The solvent is C(C)O (ethanol). Starting materials: CN(CCCOC1=CC=C(C=C1)C1=NNC2=NC=CC=C21)C (3-[4-(3-dimethylaminopropoxy)phenyl]-1H-pyrazolo[3,4-b]pyridine), CN(C=O)C (dimethylformamide), C([O-])([O-])=O.[K+].[K+] (potassium carbonate), ClC1=CC=C(CCl)C=C1 (4-chlorobenzylchloride). The solvent is C1(=CC=CC=C1)C (toluene). Conditions: temperature 50 celsius. Yields the product ClC1=CC=C(CN2N=C(C=3C2=NC=CC3)C3=CC=C(C=C3)OCCCN(C)C)C=C1.C(\C=C/C(=O)[O-])(=O)[O-] (1-(4-chlorobenzyl)-3-[4-(3-dimethylaminopropoxy)phenyl]-1H-pyrazolo[3,4-b]pyridine·maleate). Reaction SMILES: [CH3:1][N:2]([CH3:22])[CH2:3][CH2:4][CH2:5][O:6][C:7]1[CH:12]=[CH:11][C:10]([C:13]2[C:21]3[C:16](=[N:17][CH:18]=[CH:19][CH:20]=3)[NH:15][N:14]=2)=[CH:9][CH:8]=1.[C:23](=[O:26])([O-:25])[O-].[K+].[K+].[Cl:29][C:30]1[CH:37]=[CH:36][C:33]([CH2:34]Cl)=[CH:32][CH:31]=1.CN(C)C=[O:41]>C1(C)C=CC=CC=1>[Cl:29][C:30]1[CH:37]=[CH:36][C:33]([CH2:34][N:15]2[C:16]3=[N:17][CH:18]=[CH:19][CH:20]=[C:21]3[C:13]([C:10]3[CH:11]=[CH:12][C:7]([O:6][CH2:5][CH2:4][CH2:3][N:2]([CH3:1])[CH3:22])=[CH:8][CH:9]=3)=[N:14]2)=[CH:32][CH:31]=1.[C:7]([O-:41])(=[O:6])/[CH:8]=[CH:9]\[C:23]([O-:25])=[O:26] |f:1.2.3,7.8|. Procedure: In 20 ml of dimethylformamide were suspended 6.0 g of 3-[4-(3-dimethylaminopropoxy)phenyl]-1H-pyrazolo[3,4-b]pyridine and 4.1 g of potassium carbonate. While the mixture was stirred under heating at 50° C., 3.9 g of 4-chlorobenzylchloride dissolved in 5 ml of toluene was added. After the mixture was stirred at 50° C. for 1 hour, the mixture was extracted with toluene-water. The organic layer was concentrated. By adding maleic acid to the residue, the salt was obtained. The obtained crude crystal... The reactants are CON=C(C(=O)OCC)C1(C)OCCO1 (ethyl 2-methoxyimino-3,3-ethylenedioxybutyrate), [Cl-].[Li+] (lithium chloride), C(C)(C)OC(C)C (diisopropyl ether), S(=O)(=O)(Cl)Cl (sulfuryl chloride). The solvent is C(C)(=O)O (acetic acid), O (water). Run at time 15 minute. The product is CON=C(C(=O)OCC)C1(CCl)OCCO1 (ethyl 2-methoxyimino-3,3-ethylenedioxy-4-chlorobutyrate). As a reaction SMILES: [CH3:1][O:2][N:3]=[C:4]([C:10]1([O:15][CH2:14][CH2:13][O:12]1)[CH3:11])[C:5]([O:7][CH2:8][CH3:9])=[O:6].[Cl-].[Li+].S(Cl)([Cl:21])(=O)=O.C(OC(C)C)(C)C>C(O)(=O)C.O>[CH3:1][O:2][N:3]=[C:4]([C:10]1([O:12][CH2:13][CH2:14][O:15]1)[CH2:11][Cl:21])[C:5]([O:7][CH2:8][CH3:9])=[O:6] |f:1.2|. Procedure details: To a solution of ethyl 2-methoxyimino-3,3-ethylenedioxybutyrate (syn isomer, 30 g) in acetic acid (150 ml) was added lithium chloride (7 g) and the mixture was stirred for 15 minutes at ambient temperature. To the mixture was added dropwise sulfuryl chloride (22.4 g), and the mixture was stirred for one hour at ambient temperature and then allowed to stand for overnight. To the reaction mixture was added water (600 ml) under ice-cooling and stirring, and diisopropyl ether (400 ml) was added ther... The reactants are CC1=C(CCl)C(=CC(=C1)C)C (2,4,6-trimethylbenzyl chloride), N1C=CC2=CC=CC=C12 (indole), [H-].[Na+] (sodium hydride), O (water). Solvent: CS(=O)C (DMSO), CS(=O)C (DMSO), CS(=O)C (DMSO). Conditions: temperature 60 celsius, time 2 hour. Product: CC1=C(CN2C=CC3=CC=CC=C23)C(=CC(=C1)C)C (1-(2,4,6-trimethylbenzyl)indole). Isolated yield 87.2%. As a reaction SMILES: [NH:1]1[C:9]2[C:4](=[CH:5][CH:6]=[CH:7][CH:8]=2)[CH:3]=[CH:2]1.[H-].[Na+].[CH3:12][C:13]1[CH:20]=[C:19]([CH3:21])[CH:18]=[C:17]([CH3:22])[C:14]=1[CH2:15]Cl.O>CS(C)=O>[CH3:12][C:13]1[CH:20]=[C:19]([CH3:21])[CH:18]=[C:17]([CH3:22])[C:14]=1[CH2:15][N:1]1[C:9]2[C:4](=[CH:5][CH:6]=[CH:7][CH:8]=2)[CH:3]=[CH:2]1 |f:1.2|. Reported procedure: A solution of indole (1.185 g) in dry DMSO (3 ml) is dropped into a suspension of sodium hydride (60% mineral oil suspension; 0.44 g) in dry DMSO (10 ml). After two hours, the resulting solution is added with a solution of 2,4,6-trimethylbenzyl chloride (1.9 g) in dry DMSO (2 ml) heating at 60° C. for 6 h. The reaction mixture is kept at room temperature overnight, then poured into water (250 ml) extracted with ethyl acetate and dried (Na2SO4). The drying agent is filtered off, the solvent is ev... Reactants: CS(=O)C1=NN2C(C=N1)=CC=C2C2=C(C=CC=C2)OC (2-Methane sulfinyl-7-(2-methoxy-phenyl)-pyrrolo[2,1-f][1,2,4]triazine), C(C)(C)N(C(C)C)CC (N,N-Diisopropylethylamine), NC=1C=C2C=CNC2=CC1 (5-Aminoindole). Run in COCCO (2-Methoxyethanol). Yields the product N1C=CC2=CC(=CC=C12)NC1=NN2C(C=N1)=CC=C2C2=C(C=CC=C2)OC ((1H-Indol-5-yl)-[7-(2-methoxy-phenyl)-pyrrolo[2,1-f][1,2,4]triazin-2-yl]-amine). The yield is 23.1%. Reaction SMILES: CS([C:4]1[N:9]=[CH:8][C:7]2=[CH:10][CH:11]=[C:12]([C:13]3[CH:18]=[CH:17][CH:16]=[CH:15][C:14]=3[O:19][CH3:20])[N:6]2[N:5]=1)=O.C(N(CC)C(C)C)(C)C.[NH2:30][C:31]1[CH:32]=[C:33]2[C:37](=[CH:38][CH:39]=1)[NH:36][CH:35]=[CH:34]2>COCCO>[NH:36]1[C:37]2[C:33](=[CH:32][C:31]([NH:30][C:4]3[N:9]=[CH:8][C:7]4=[CH:10][CH:11]=[C:12]([C:13]5[CH:18]=[CH:17][CH:16]=[CH:15][C:14]=5[O:19][CH3:20])[N:6]4[N:5]=3)=[CH:39][CH:38]=2)[CH:34]=[CH:35]1. Procedure: 2-Methane sulfinyl-7-(2-methoxy-phenyl)-pyrrolo[2,1-f][1,2,4]triazine (125.0 mg, 0.0004350 mol), N,N-Diisopropylethylamine (0.114 mL, 0.000652 mol) and 5-Aminoindole (115 mg, 0.000870 mol) were dissolved in 2-Methoxyethanol (3.05 mL) and the The reaction was microwaved on 300 watts, 180° C. for 40 minutes or until HPLC showed consumption of starting material. The reaction mixture was then reduced en vacuo and the product was isolated and purified by Gilson prep HPLC to afford 35.70 mg of (1H-Ind... The reactants are [Li]CCCC, C1CCOC1, CCCC[Sn](CCCC)(CCCC)C1CC1, [Cl-], O=C(O)c1cccnc1Cl, [Cu]I. The product is O=C(c1cccnc1Cl)C1CC1. Reaction SMILES: [CH2:17]([Li:18])[CH2:19][CH2:20][CH3:21].[CH2:33]1[O:34][CH2:35][CH2:36][CH2:37]1.[CH:1]1([Sn:4]([CH2:5][CH2:6][CH2:7][CH3:8])([CH2:9][CH2:10][CH2:11][CH3:12])[CH2:13][CH2:14][CH2:15][CH3:16])[CH2:2][CH2:3]1.[Cl-:22].[Cl:23][c:24]1[c:25]([C:26](=[O:27])[OH:28])[cH:29][cH:30][cH:31][n:32]1.[Cu:38][I:39]>>[CH:1]1([C:26]([c:25]2[c:24]([Cl:23])[n:32][cH:31][cH:30][cH:29]2)=[O:28])[CH2:2][CH2:3]1. Isolated yield 137.5%. Product: Cl.ClC=1C=C(OC2CCN(CC2)CCNC(C2=CC(=CC=C2)O)=O)C=CC1Cl (N-{2-[4-(3,4-Dichlorophenoxy)-1-piperidinyl]ethyl}-3-hydroxybenzamide hydrochloride). Run in ClCCl (dichloromethane), ClCCl (dichloromethane). Procedure details: The product of Example 10 (0.15 g) was dissolved in dichloromethane (10 ml) and a solution of 1.0M BBr3 in dichloromethane (4 ml) added. After 16 hours at room temperature the solvent was removed by evaporation, methanol was added and the solution concentrated. The residue was dissolved in 2M aqueous HCl solution, concentrated to dryness and the residue triturated under ether to give the titled product as a solid (0.1 g). As a reaction SMILES: Cl.[Cl:2][C:3]1[CH:4]=[C:5]([CH:26]=[CH:27][C:28]=1[Cl:29])[O:6][CH:7]1[CH2:12][CH2:11][N:10]([CH2:13][CH2:14][NH:15][C:16](=[O:25])[C:17]2[CH:22]=[CH:21][CH:20]=[C:19]([O:23]C)[CH:18]=2)[CH2:9][CH2:8]1.B(Br)(Br)Br>ClCCl>[ClH:2].[Cl:2][C:3]1[CH:4]=[C:5]([CH:26]=[CH:27][C:28]=1[Cl:29])[O:6][CH:7]1[CH2:12][CH2:11][N:10]([CH2:13][CH2:14][NH:15][C:16](=[O:25])[C:17]2[CH:22]=[CH:21][CH:20]=[C:19]([OH:23])[CH:18]=2)[CH2:9][CH2:8]1 |f:0.1,4.5|. Reactants: Cl.ClC=1C=C(OC2CCN(CC2)CCNC(C2=CC(=CC=C2)OC)=O)C=CC1Cl (N-{2-[4(3,4-Dichlorophenoxy)-1-piperidinyl]ethyl}-3-methoxybenzamide hydrochloride), B(Br)(Br)Br (BBr3). Reactants: BrC=1C=C2CNCC2=CC1 (5-bromoisoindoline), C(C)(C)N(C(C)C)CC (N,N-diisopropylethylamine), ClC(=O)OCC1=CC=CC=C1 (benzyl chloroformate). The solvent is ClCCl (dichloromethane). Run at time 2 hour. Product: BrC=1C=C2CN(CC2=CC1)C(=O)OCC1=CC=CC=C1 (benzyl 5-bromoisoindoline-2-carboxylate). RXN SMILES: [Br:1][C:2]1[CH:3]=[C:4]2[C:8](=[CH:9][CH:10]=1)[CH2:7][NH:6][CH2:5]2.C(N(CC)C(C)C)(C)C.Cl[C:21]([O:23][CH2:24][C:25]1[CH:30]=[CH:29][CH:28]=[CH:27][CH:26]=1)=[O:22]>ClCCl>[Br:1][C:2]1[CH:3]=[C:4]2[C:8](=[CH:9][CH:10]=1)[CH2:7][N:6]([C:21]([O:23][CH2:24][C:25]1[CH:30]=[CH:29][CH:28]=[CH:27][CH:26]=1)=[O:22])[CH2:5]2. Procedure details: To a cooled solution of 5-bromoisoindoline (1.1 g, 5.5 mmol) in dichloromethane (15 mL) was added N,N-diisopropylethylamine (1.16 mL, 6.6 mmol) followed by benzyl chloroformate (942 μL, 6.6 mmol). The cold bath was removed and stirring continued for 2 hr. The reaction mixture was then diluted with dichloromethane, washed with water, dried over magnesium sulfate and concentrated under vacuum. The residue was purified by silica chromatography (25 g silica eluted with 0-50% ethyl acetate in hexane)...